The task is: describe an organic reaction: reactants, conditions, products, and yield. This data is from the Open Reaction Database (ORD), a public repository of structured organic reaction records. RXN SMILES: C1(C)C=CC(S([CH2:10][N+:11]#[C-:12])(=O)=O)=CC=1.C(=O)([O-])[O-].[K+].[K+].CO.[CH3:22][C:23]1[CH:42]=[CH:41][C:40]([CH3:43])=[CH:39][C:24]=1[O:25][CH2:26][C:27]1[CH:32]=[CH:31][CH:30]=[CH:29][C:28]=1[C:33](=[N:36][O:37][CH3:38])[CH:34]=[O:35]>CCOCC>[CH3:38][O:37][N:36]=[C:33]([C:34]1[O:35][CH:12]=[N:11][CH:10]=1)[C:28]1[CH:29]=[CH:30][CH:31]=[CH:32][C:27]=1[CH2:26][O:25][C:24]1[CH:39]=[C:40]([CH3:43])[CH:41]=[CH:42][C:23]=1[CH3:22] |f:1.2.3|. Product: CON=C(C1=C(C=CC=C1)COC1=C(C=CC(=C1)C)C)C1=CN=CO1 (2-(2,5-dimethylphenoxymethyl)phenyl oxazol-5-yl ketone O-methyloxime). The reactants are C1(=CC=C(C=C1)S(=O)(=O)C[N+]#[C-])C (p-Toluenesulfonylmethylisocyanide), C([O-])([O-])=O.[K+].[K+] (potassium carbonate), CO (methanol), CC1=C(OCC2=C(C=CC=C2)C(C=O)=NOC)C=C(C=C1)C (2-(2,5-dimethylphenoxymethyl)-α-methoxyiminophenylacetaldehyde). The solvent is CCOCC (ether). Isolated yield 44.6%. Reported procedure: p-Toluenesulfonylmethylisocyanide (0.23 g, 1.2 mmol), potassium carbonate (0.18 g, 1.3 mmol) and methanol (2 ml) were added to 2-(2,5-dimethylphenoxymethyl)-α-methoxyiminophenylacetaldehyde (0.30 g, 1 mmol), and the mixture was stirred under reflux for 2 hours. After completion of the reaction, ether (100 ml) was added, and the mixture was washed with brine (80 ml) twice. The ether layer was dried over anhydrous magnesium sulfate and concentrated under reduced pressure. The residue was purified ... Starting materials: COC(C1=C(C(=C(C(=C1)Br)N=[N+]=[N-])F)NC1=C(C=C(C=C1)Cl)Cl)=O (4-azido-5-bromo-2-(2,4-dichlorophenylamino)-3-fluorobenzoic acid methyl ester). The reagents and catalysts are [Zn] (Zn). Solvent: CC(=O)O.C(Cl)Cl (AcOH CH2Cl2), C(Cl)Cl (CH2Cl2). Run at time 1 hour. The product is COC(C1=C(C(=C(C(=C1)Br)N)F)NC1=C(C=C(C=C1)Cl)Cl)=O (4-amino-5-bromo-2-(2,4-dichlorophenylamino)-3-flourobenzoic acid methyl ester). Yield: 64.4%. Reaction SMILES: [CH3:1][O:2][C:3](=[O:24])[C:4]1[CH:9]=[C:8]([Br:10])[C:7]([N:11]=[N+]=[N-])=[C:6]([F:14])[C:5]=1[NH:15][C:16]1[CH:21]=[CH:20][C:19]([Cl:22])=[CH:18][C:17]=1[Cl:23]>CC(O)=O.C(Cl)Cl.C(Cl)Cl.[Zn]>[CH3:1][O:2][C:3](=[O:24])[C:4]1[CH:9]=[C:8]([Br:10])[C:7]([NH2:11])=[C:6]([F:14])[C:5]=1[NH:15][C:16]1[CH:21]=[CH:20][C:19]([Cl:22])=[CH:18][C:17]=1[Cl:23] |f:1.2|. Procedure: To a mixture of 4-azido-5-bromo-2-(2,4-dichlorophenylamino)-3-fluorobenzoic acid methyl ester (2.05 g, 4.72 mmol) in AcOH-CH2Cl2 (10-30 mL) was added Zn dust (1.59 g, 24.3 mmol) at 0° C. The reaction mixture was warmed to room temperature. The resulting mixture was stirred for 1 hour. The reaction mixture was diluted with CH2Cl2, and washed with water, saturated aqueous NaHCO3 (2×), water, and brine. The organic layer was dried over MgSO4, filtered, and concentrated in vacuo to give the crude ma... The reactants are Cl (hydrogen chloride), C(#N)C1=CC(OC2=C1C=C(C=C2)[N+](=O)[O-])(C)C (4-cyano-6-nitro-2,2-dimethyl-2H-1-benzopyran), C(C)O (ethyl alcohol), Cl (hydrogen chloride). Product: Cl.C(C)OC(=N)C1=CC(OC2=C1C=C(C=C2)[N+](=O)[O-])(C)C (6-nitro-2,2-dimethyl-2H-1-benzopyran-4-carboximidic acid ethyl ester hydrochloride). RXN SMILES: [C:1]([C:3]1[C:8]2[CH:9]=[C:10]([N+:13]([O-:15])=[O:14])[CH:11]=[CH:12][C:7]=2[O:6][C:5]([CH3:17])([CH3:16])[CH:4]=1)#[N:2].[ClH:18].[CH2:19]([OH:21])[CH3:20]>>[ClH:18].[CH2:19]([O:21][C:1]([C:3]1[C:8]2[CH:9]=[C:10]([N+:13]([O-:15])=[O:14])[CH:11]=[CH:12][C:7]=2[O:6][C:5]([CH3:17])([CH3:16])[CH:4]=1)=[NH:2])[CH3:20] |f:3.4|. Procedure details: To a mixture of 1.04 g of 4-cyano-6-nitro-2,2-dimethyl-2H-1-benzopyran and 20 ml of ethyl alcohol was added hydrogen chloride with stirring and cooling with ice. After being saturated with hydrogen chloride, the mixture was further stirred at 5° C. for 6 days. The reaction mixture was concentrated, and to the residue was added a 1:1 mixture of diethyl ether and ethyl alcohol. After trituration, the crystal was collected by filtration, washed with a mixture of ethyl alcohol and diethyl ether, and... Starting materials: CC(C)(C)OC(=O)N1CC2(CC2)CC1C(=O)O, COc1ccc(N)cn1. Reagents/catalysts: [B-](F)(F)(F)F.CCOC(=O)C(=NOC(=[N+](C)C)N(C)C)C#N (TOTU), CCN(C(C)C)C(C)C (DIPEA). Solvent: CN(C)C=O (DMF), CN(C)C=O (DMF), CN(C)C=O (DMF), CN(C)C=O (DMF), CN(C)C=O (DMF), CN(C)C=O (DMF). Run at temperature 25 celsius, time 2 hour. Yields the product COc1ccc(NC(=O)C2CC3(CC3)CN2C(=O)OC(C)(C)C)cn1. The yield is 54.5%. As a reaction SMILES: COc1ccc(N)cn1.CC(C)(C)OC(=O)N1CC2(CC2)CC1C(=O)O.[B-](F)(F)(F)F.CCOC(=O)C(=NOC(=[N+](C)C)N(C)C)C#N.CCN(C(C)C)C(C)C.CN(C)C=O>>COc1ccc(NC(=O)C2CC3(CC3)CN2C(=O)OC(C)(C)C)cn1. The reactants are FC(C(=O)O)(F)F (trifluroacetic acid), [BH4-].[Na+] (sodium borohydride). Yields the product FC(C(=O)O[BH3-])(F)F.[Na+] (Sodium trifluoroacetoxyborohydride). Reaction SMILES: [F:1][C:2]([F:7])([F:6])[C:3]([OH:5])=[O:4].[BH4-:8].[Na+:9]>>[F:1][C:2]([F:7])([F:6])[C:3]([O:5][BH3-:8])=[O:4].[Na+:9] |f:1.2,3.4|. Reported procedure: Sodium trifluoroacetoxyborohydride was prepared in situ from trifluroacetic acid and sodium borohydride, which means the operation was carried out in a single pot. Starting materials: ClC=1C=C(C=CC1Cl)CC(=O)C1=CC=CC=C1 (3,4-dichlorophenylacetophenone), polyphosphoric acid, ice water. As a reaction SMILES: [Cl:1][C:2]1[CH:3]=[C:4]([CH2:9][C:10]([C:12]2[CH:17]=[CH:16][CH:15]=[CH:14][CH:13]=2)=[O:11])[CH:5]=[CH:6][C:7]=1[Cl:8]>C(O)(=O)C>[Cl:1][C:2]1[CH:3]=[C:4]([C:9]2[C:10](=[O:11])[CH:9]=[C:4]([CH3:3])[O:11][C:10]=2[C:12]2[CH:13]=[CH:14][CH:15]=[CH:16][CH:17]=2)[CH:5]=[CH:6][C:7]=1[Cl:8]. The yield is 50.7%. Reported procedure: To a solution of 3,4-dichlorophenylacetophenone (5.3 g; 20 mmoles) in glacial acetic acid (90 ml), polyphosphoric acid (64 g) was added and the resulting solution heated at 140° C. or 24 hours. After cooling, the reaction mixture was poured into ice-water, extracted with ethyl acetate (3×75 ml), the organic solution dried (Na2SO4) and the solvent removed under reduced pressure. The obtained residue was purified by column chromatography with silica gel and n-hexane-ethyl acetate 3:2 as eluent. 3-... Run at temperature 140 celsius. Product: ClC=1C=C(C=CC1Cl)C1=C(OC(=CC1=O)C)C1=CC=CC=C1 (3-(3,4-dichlorophenyl)-2-phenyl-6-methylpyran-4-one). Solvent: C(C)(=O)O (acetic acid).